This data is from the Open Reaction Database (ORD), a public repository of structured organic reaction records. The task is: describe an organic reaction: reactants, conditions, products, and yield Starting materials: C1(=CC=CC=C1)C1=CC=C(C=C1)C(C)=O (p-phenyl-acetophenone), C1(=CCCCC1)C1(CC=CC=C1)C(C)=O (1'-cyclohexenyl acetophenone). The product is C1(=C(C=CC=C1)C(C)(C=C=C)O)C1=CC=CC=C1 (2-(p-biphenylyl)-3,4-pentadien-2-ol), 2-(p-1'-cyclohexenylphenyl)-3,4-pentadien-2-ol. Reaction SMILES: [C:1]1([C:7]2[CH:12]=[CH:11][C:10](C(=O)C)=[CH:9][CH:8]=2)[CH:6]=[CH:5][CH:4]=[CH:3][CH:2]=1.[C:16]1([C:22]2([C:28](=[O:30])[CH3:29])C=CC=CC2)CCCC[CH:17]=1>>[C:7]1([C:1]2[CH:2]=[CH:3][CH:4]=[CH:5][CH:6]=2)[CH:8]=[CH:9][CH:10]=[CH:11][C:12]=1[C:28]([OH:30])([CH:22]=[C:16]=[CH2:17])[CH3:29]. Procedure details: When Example 1 is repeated using p-phenyl-acetophenone and 1'-cyclohexenyl acetophenone in place of the p-tert butylbenzaldehyde, there is obtained 2-(p-biphenylyl)-3,4-pentadien-2-ol m.p. 65° to 66°, and 2-(p-1'-cyclohexenylphenyl)-3,4-pentadien-2-ol, respectively. The reactants are Cl.C(N)(=N)N1CCC(CC1)CCC(=O)OC1=C(C=CC=C1)C(=O)OCC1=CC=CC=C1 (o-benzyloxycarbonylphenyl 1-amidino-4-piperidinepropionate hydrochloride), [H][H] (hydrogen), paradium-carbon. The solvent is C(C)(C)(C)O (t-butyl alcohol), O (water). Product: Cl.C(N)(=N)N1CCC(CC1)CCC(=O)OC1=C(C=CC=C1)C(=O)O (o-hydroxycarbonylphenyl 1-amidino-4-piperidinepropionate hydrochloride). The yield is 79.8%. As a reaction SMILES: [ClH:1].[C:2]([N:5]1[CH2:10][CH2:9][CH:8]([CH2:11][CH2:12][C:13]([O:15][C:16]2[CH:21]=[CH:20][CH:19]=[CH:18][C:17]=2[C:22]([O:24]CC2C=CC=CC=2)=[O:23])=[O:14])[CH2:7][CH2:6]1)(=[NH:4])[NH2:3].[H][H]>C(O)(C)(C)C.O>[ClH:1].[C:2]([N:5]1[CH2:6][CH2:7][CH:8]([CH2:11][CH2:12][C:13]([O:15][C:16]2[CH:21]=[CH:20][CH:19]=[CH:18][C:17]=2[C:22]([OH:24])=[O:23])=[O:14])[CH2:9][CH2:10]1)(=[NH:3])[NH2:4] |f:0.1,5.6|. Reported procedure: 5.5 g of o-benzyloxycarbonylphenyl 1-amidino-4-piperidinepropionate hydrochloride was dissolved in a solution of 60 ml of t-butyl alcohol and 60 ml of water. 225 mg of 10% paradium-carbon was added to the solution, and the mixture was stirred at room temperature for 1 hour in the presence of hydrogen (starting pressure: 2.4 kg/cm2). The catalyst was removed by filtration, and the solvent was removed. The residue was washed with t-butyl alcohol to obtain 3.5 g (yield: 79.7%) of o-hydroxycarbonylp... Reactants: [H-].[Al+3].[Li+].[H-].[H-].[H-] (lithium aluminum hydride), Cl (hydrochloric acid), OC1=C(C(=O)CCCCC(=O)O)C(=CC(=C1C)C)C (5-(2'-hydroxy-3',4',6'-trimethylbenzoyl)pentanoic acid). The solvent is O1CCCC1 (tetrahydrofuran), O1CCCC1 (tetrahydrofuran). Conditions: temperature 0 celsius. The product is OC(CCCCC(=O)O)C1=C(C(=C(C=C1C)C)C)O (6-hydroxy-6-(2'-hydroxy-3',4',6'-trimethylphenyl)hexanoic acid), needles. RXN SMILES: [H-].[Al+3].[Li+].[H-].[H-].[H-].[OH:7][C:8]1[C:22]([CH3:23])=[C:21]([CH3:24])[CH:20]=[C:19]([CH3:25])[C:9]=1[C:10]([CH2:12][CH2:13][CH2:14][CH2:15][C:16]([OH:18])=[O:17])=[O:11].Cl>O1CCCC1>[OH:11][CH:10]([C:9]1[C:19]([CH3:25])=[CH:20][C:21]([CH3:24])=[C:22]([CH3:23])[C:8]=1[OH:7])[CH2:12][CH2:13][CH2:14][CH2:15][C:16]([OH:18])=[O:17] |f:0.1.2.3.4.5|. Reported procedure: To a well stirred suspension of lithium aluminum hydride (2 parts) in dry tetrahydrofuran (50 volume parts) was added a solution of 5-(2'-hydroxy-3',4',6'-trimethylbenzoyl)pentanoic acid (formula II-1 wherein R=H3C, X=H, Y=OH, n=4, in the free form) in dry tetrahydrofuran (10 volume parts) at room temperature. After being stirred under reflux for 2 hours, the mixture was cooled to 0° C., acidified with cold dilute hydrochloric acid, and extracted with ethyl acetate. The ethyl acetate extract was... Reaction conditions: time 2 hour. Yields the product C(C)N1N=CC2=C1N=CC(=C2NC2CCNCC2)C2=NOC1(C2)CCCC1 (1-ethyl-5-(1-oxa-2-azaspiro[4.4]non-2-en-3-yl)-N-piperidin-4-yl-1H-pyrazolo[3,4-b]pyridin-4-amine). Procedure details: Tert-butyl 4-{[1-ethyl-5-(1-oxa-2-azaspiro[4.4]non-2-en-3-yl)-1H-pyrazolo[3,4-b]pyridin-4-yl]amino}piperidine-1-carboxylate (950 mg, 0.00196 mole) (example 9) was taken in dichloromethane. At 0° C., trifluoroacetic acid (10 ml) was added and the reaction mixture was stirred at room temperature for about 2 hours. It was diluted with dichloromethane and basified with saturated sodium bicarbonate solution. The organic layer was separated, washed with brine, dried over anhydrous sodium sulphate and ... Run in ClCCl (dichloromethane), ClCCl (dichloromethane), C([O-])(O)=O.[Na+] (sodium bicarbonate). RXN SMILES: [CH2:1]([N:3]1[C:7]2=[N:8][CH:9]=[C:10]([C:26]3[CH2:30][C:29]4([CH2:34][CH2:33][CH2:32][CH2:31]4)[O:28][N:27]=3)[C:11]([NH:12][CH:13]3[CH2:18][CH2:17][N:16](C(OC(C)(C)C)=O)[CH2:15][CH2:14]3)=[C:6]2[CH:5]=[N:4]1)[CH3:2].FC(F)(F)C(O)=O>ClCCl.C(=O)(O)[O-].[Na+]>[CH2:1]([N:3]1[C:7]2[N:8]=[CH:9][C:10]([C:26]3[CH2:30][C:29]4([CH2:34][CH2:33][CH2:32][CH2:31]4)[O:28][N:27]=3)=[C:11]([NH:12][CH:13]3[CH2:14][CH2:15][NH:16][CH2:17][CH2:18]3)[C:6]=2[CH:5]=[N:4]1)[CH3:2] |f:3.4|. The reactants are C(C)N1N=CC=2C1=NC=C(C2NC2CCN(CC2)C(=O)OC(C)(C)C)C2=NOC1(C2)CCCC1 (Tert-butyl 4-{[1-ethyl-5-(1-oxa-2-azaspiro[4.4]non-2-en-3-yl)-1H-pyrazolo[3,4-b]pyridin-4-yl]amino}piperidine-1-carboxylate), FC(C(=O)O)(F)F (trifluoroacetic acid). The reactants are O=C(NCCC1=NC=CC=C1)C(F)(F)F. The reagents and catalysts are O1B(OC(C)(C)C1(C)C)B2OC(C)(C)C(O2)(C)C, O=S(=O)([O-])CC=1C=NC(=CC1)C2=NC=C(C=C2)C.CCCC[N+](CCCC)(CCCC)CCCC, C[OH2+].C[OH2+].C1CC=CCCC=C1.C1CC=CCCC=C1.[Ir].[Ir]. Run in O1CCCC1. Conditions: temperature 35 celsius, time 6 hour. Yields the product O=C(NCCC1=NC=CC(=C1)B2OC(C)(C)C(O2)(C)C)C(F)(F)F, O=C(NCCC1=NC=C(C=C1)B2OC(C)(C)C(O2)(C)C)C(F)(F)F. Isolated yield 13.0%. Procedure: Following general procedure F using 4m (54.5 mg, 0.25 mmol), B2pin2 (95.2 mg, 0.375 mmol), [Ir(COD)OMe]2 (2.5 mg, 0.00375 mmol) and 1a (3.8 mg, 0.0075 mmol) in THF (1.25 mL). Stirred in vial at 35 °C for 6 hours. Analysis of crude 1 H NMR using internal standard 1,2‐dimethoxyethane showed 6.1:1:0.3 meta:para:di(3,5) borylation (overall meta:para borylation 4.7:1)  in 94% yield. Purification by silica gel chromatography proved not to be possible, leading to product decomposition. As such, the com... Reactants: ClCCl, CC(C)(C)OC(=O)n1c(=O)n(Cc2c(F)cccc2F)c2nc(-n3cnc4ccc(C#N)cc43)ncc21, O=C(O)C(F)(F)F. The product is N#Cc1ccc2ncn(-c3ncc4[nH]c(=O)n(Cc5c(F)cccc5F)c4n3)c2c1. RXN SMILES: [Cl:45][CH2:46][Cl:47].[F:1][c:2]1[c:3]([CH2:4][n:5]2[c:6]3[n:7][c:8](-[n:22]4[cH:23][n:24][c:25]5[c:26]4[cH:27][c:28]([C:31]#[N:32])[cH:29][cH:30]5)[n:9][cH:10][c:11]3[n:12]([C:15]([O:16][C:17]([CH3:18])([CH3:19])[CH3:20])=[O:21])[c:13]2=[O:14])[c:33]([F:37])[cH:34][cH:35][cH:36]1.[F:38][C:39]([F:40])([F:41])[C:42]([OH:43])=[O:44]>>[F:1][c:2]1[c:3]([CH2:4][n:5]2[c:6]3[n:7][c:8](-[n:22]4[cH:23][n:24][c:25]5[c:26]4[cH:27][c:28]([C:31]#[N:32])[cH:29][cH:30]5)[n:9][cH:10][c:11]3[nH:12][c:13]2=[O:14])[c:33]([F:37])[cH:34][cH:35][cH:36]1.